From a dataset of the Open Reaction Database (ORD), a public repository of structured organic reaction records. describe an organic reaction: reactants, conditions, products, and yield Reactants: solution, COC=1C=C(C=CC1)[Mg]Br (3-methoxyphenylmagnesium bromide), CN(C1(CCC(CC1)C(CC1=CC=CC=C1)OC(C)OCC)C#N)C (1-dimethylamino-4-[1-(1-ethoxy-ethoxy)-2-phenylethyl]cyclohexanecarbonitrile), O (water), [Cl-].[NH4+] (ammonium chloride). The solvent is O1CCCC1 (tetrahydrofuran), O1CCCC1 (tetrahydrofuran). Conditions: time 48 hour. Yields the product C(C)OC(C)OC(CC1=CC=CC=C1)C1CCC(CC1)(C1=CC(=CC=C1)OC)N(C)C ([4-[1-(1-Ethoxy-ethoxy)-2-phenylethyl]-1-(3-methoxyphenyl)cyclohexyl]dimethylamine). As a reaction SMILES: [CH3:1][O:2][C:3]1[CH:4]=[C:5]([Mg]Br)[CH:6]=[CH:7][CH:8]=1.[CH3:11][N:12]([CH3:35])[C:13]1(C#N)[CH2:18][CH2:17][CH:16]([CH:19]([O:27][CH:28]([O:30][CH2:31][CH3:32])[CH3:29])[CH2:20][C:21]2[CH:26]=[CH:25][CH:24]=[CH:23][CH:22]=2)[CH2:15][CH2:14]1.O.[Cl-].[NH4+]>O1CCCC1>[CH2:31]([O:30][CH:28]([O:27][CH:19]([CH:16]1[CH2:17][CH2:18][C:13]([N:12]([CH3:35])[CH3:11])([C:5]2[CH:6]=[CH:7][CH:8]=[C:3]([O:2][CH3:1])[CH:4]=2)[CH2:14][CH2:15]1)[CH2:20][C:21]1[CH:22]=[CH:23][CH:24]=[CH:25][CH:26]=1)[CH3:29])[CH3:32] |f:3.4|. Procedure details: A 1 M solution of 3-methoxyphenylmagnesium bromide in tetrahydrofuran (9.25 ml, 9.25 mmol) was added dropwise to a solution of 1-dimethylamino-4-[1-(1-ethoxy-ethoxy)-2-phenylethyl]cyclohexanecarbonitrile (1.06 g, 3.1 mmol) in tetrahydrofuran (15 ml), while cooling with ice and under an argon atmosphere. The mixture was stirred at room temperature for 48 h and thereafter water and saturated ammonium chloride solution (10 ml of each) were added. The phases were separated and the aqueous phase was ... The reactants are ClC1=C(C=CC(=C1)OCC(F)(F)F)S(=O)(=O)[C@@H]1C[C@H](N(C1)C(=O)OC(C)(C)C)C(=O)OC ((2S,4R)-1-tert-butyl 2-methyl 4-(2-chloro-4-(2,2,2-trifluoroethoxy)phenylsulfonyl)pyrrolidine-1,2-dicarboxylate), ClC=1C=C(C(=NC1)C1(CC1)C(=O)O)F (1-(5-chloro-3-fluoro-pyridin-2-yl)-cyclopropanecarboxylic acid). The product is ClC=1C=C(C(=NC1)C1(CC1)C(=O)N1[C@@H](C[C@H](C1)S(=O)(=O)C1=C(C=C(C=C1)OCC(F)(F)F)Cl)C(=O)O)F ((2S,4R)-1-(1-(5-chloro-3-fluoropyridin-2-yl)cyclopropanecarbonyl)-4-(2-chloro-4-(2,2,2-trifluoroethoxy)phenylsulfonyl)pyrrolidine-2-carboxylic acid). RXN SMILES: [Cl:1][C:2]1[CH:7]=[C:6]([O:8][CH2:9][C:10]([F:13])([F:12])[F:11])[CH:5]=[CH:4][C:3]=1[S:14]([C@H:17]1[CH2:21][N:20]([C:22]([O:24]C(C)(C)C)=O)[C@H:19]([C:29]([O:31]C)=[O:30])[CH2:18]1)(=[O:16])=[O:15].[Cl:33][C:34]1[CH:35]=[C:36]([F:46])[C:37]([C:40]2(C(O)=O)[CH2:42][CH2:41]2)=[N:38][CH:39]=1>>[Cl:33][C:34]1[CH:35]=[C:36]([F:46])[C:37]([C:40]2([C:22]([N:20]3[CH2:21][C@H:17]([S:14]([C:3]4[CH:4]=[CH:5][C:6]([O:8][CH2:9][C:10]([F:13])([F:11])[F:12])=[CH:7][C:2]=4[Cl:1])(=[O:16])=[O:15])[CH2:18][C@H:19]3[C:29]([OH:31])=[O:30])=[O:24])[CH2:41][CH2:42]2)=[N:38][CH:39]=1. Reported procedure: The title compound was prepared in analogy to General Procedure C, steps C4-C6, using (2S,4R)-1-tert-butyl 2-methyl 4-(2-chloro-4-(2,2,2-trifluoroethoxy)phenylsulfonyl)pyrrolidine-1,2-dicarboxylate in step C4, and 1-(5-chloro-3-fluoro-pyridin-2-yl)-cyclopropanecarboxylic acid in step C5. MS (m/e)=584.9 [M+H+]. Starting materials: C1=CN(C=N1)C(=O)N2C=CN=C2 (CDI), N1(CCC(CC1)N)C1=NC=CC=C1 (3,4,5,6-tetrahydro-2H-[1,2′]bipyridinyl-4-ylamine). The solvent is C(Cl)Cl (DCM), C(Cl)Cl (DCM). Run at time 15 minute. The product is N1(CCC(CC1)NC(=O)N1C=NC=C1)C1=NC=CC=C1 (Imidazole-1 carboxylic acid (3,4,5,6-tetrahydro-2H-[1,2′]bipyridinyl-4-yl)-amide). RXN SMILES: [CH:1]1[N:5]=[CH:4][N:3]([C:6]([N:8]2C=N[CH:10]=[CH:9]2)=[O:7])[CH:2]=1.[N:13]1([C:20]2[CH:25]=[CH:24][CH:23]=[CH:22][N:21]=2)[CH2:18]CC(N)[CH2:15][CH2:14]1>C(Cl)Cl>[N:13]1([C:20]2[CH:25]=[CH:24][CH:23]=[CH:22][N:21]=2)[CH2:18][CH2:10][CH:9]([NH:8][C:6]([N:3]2[CH:2]=[CH:1][N:5]=[CH:4]2)=[O:7])[CH2:15][CH2:14]1. Reported procedure: A stirred solution of CDI (1.1 g, 6.77 mmol) in DCM (100 ml) is treated with 3,4,5,6-tetrahydro-2H-[1,2′]bipyridinyl-4-ylamine (WO 99/65895, EP 21973) (1 g, 5.64 mmol in 50 ml of DCM) added dropwise over 30 minutes. The reaction mixture is stirred at room temperature for 15 minutes to yield the titled compound as a 10 mg/ml solution in DCM. The reactants are CC1=NC=2C(NC=CC2C=C1)=O (2-Methyl-7H-[1,7]naphthyridin-8-one), IN1C(CCC1=O)=O (N-iodosuccinimide). Run in C(C)#N (acetonitrile). Reaction conditions: time 3 hour. Yields the product IC=1C=2C=CC(=NC2C(NC1)=O)C (5-Iodo-2-methyl-7H-[1,7]naphthyridin-8-one). The yield is 80.1%. As a reaction SMILES: [CH3:1][C:2]1[CH:11]=[CH:10][C:9]2[CH:8]=[CH:7][NH:6][C:5](=[O:12])[C:4]=2[N:3]=1.[I:13]N1C(=O)CCC1=O>C(#N)C>[I:13][C:8]1[C:9]2[CH:10]=[CH:11][C:2]([CH3:1])=[N:3][C:4]=2[C:5](=[O:12])[NH:6][CH:7]=1. Reported procedure: 2-Methyl-7H-[1,7]naphthyridin-8-one (10.0 g, 62.4 mmol) was suspended in 300 ml acetonitrile and N-iodosuccinimide (16.9 g, 74.9 mmol) was added. The suspension was stirred for 3 hours at reflux. The reaction mixture was cooled to room temperature and filtered. The solid was washed with acetonitrile and dried for 30 minutes at 50° C. and <20 mbar, to get the desired compound as a brown solid (14.3 g, 80%), MS: m/e=287.0 (M+H+). As a reaction SMILES: [CH3:1][N:2]([CH3:3])[CH2:4][CH2:5][CH2:6][O:7][c:8]1[cH:9][cH:10][c:11](-[c:12]2[s:13][c:14]([NH:15][c:16]3[cH:17][cH:18][cH:19][cH:20][cH:21]3)[n:22][cH:23]2)[cH:24][cH:25]1.[CH3:56][OH:57].[Cl:45][CH2:46][CH2:47][N:48]1[CH2:49][CH2:50][CH2:51][CH2:52]1.[Cl:53][CH2:54][Cl:55].[ClH:44].[s:26]1[cH:27][c:28](-[c:31]2[cH:32][n:33][c:34]([NH:36][c:37]3[cH:38][cH:39][c:40]([OH:43])[cH:41][cH:42]3)[s:35]2)[cH:29][cH:30]1>>[s:26]1[cH:27][c:28](-[c:31]2[cH:32][n:33][c:34]([NH:36][c:37]3[cH:38][cH:39][c:40]([O:43][CH2:46][CH2:47][N:48]4[CH2:49][CH2:50][CH2:51][CH2:52]4)[cH:41][cH:42]3)[s:35]2)[cH:29][cH:30]1. Yields the product c1cc(-c2cnc(Nc3ccc(OCCN4CCCC4)cc3)s2)cs1. Reactants: CN(C)CCCOc1ccc(-c2cnc(Nc3ccccc3)s2)cc1, CO, ClCCN1CCCC1, ClCCl, Cl, Oc1ccc(Nc2ncc(-c3ccsc3)s2)cc1. Reactants: CCOC(=O)CCCBr, Nc1ccc(C(=O)O)cc1, CN(C)C=O. Yields the product O=C(O)c1ccc(N2CCCC2=O)cc1. RXN SMILES: [Br:11][CH2:12][CH2:13][CH2:14][C:15](=[O:16])[O:17][CH2:18][CH3:19].[NH2:1][c:2]1[cH:3][cH:4][c:5]([C:6](=[O:7])[OH:8])[cH:9][cH:10]1.[O:20]=[CH:21][N:22]([CH3:23])[CH3:24]>>[N:1]1([c:2]2[cH:3][cH:4][c:5]([C:6](=[O:7])[OH:8])[cH:9][cH:10]2)[CH2:12][CH2:13][CH2:14][C:15]1=[O:16]. The reactants are ClC=1C=NN2C1N=C(C=C2NCC2=CC=C(C=C2)C2=C(C=CC=C2)C2=NN=NN2)CC (3-Chloro-5-ethyl-7-[(2'-(tetrazol-5-yl)biphenyl-4-yl)methylamino]pyrazolo[1,5-a]pyrimidine), C(#N)C1=C(C=CC=C1)C1=CC=C(C=C1)CNC (N-(2'-Cyanobiphenyl-4-yl)methyl-N-methyl amine), C(C)O (ethanol). Yields the product ClC=1C=NN2C1N=C(C=C2N(C)CC2=CC=C(C=C2)C2=C(C=CC=C2)C#N)CC (3-Chloro-7-[N-(2'-cyanobiphenyl-4-yl)methyl-N-methylamino]-5-ethylpyrazolo[1,5-a]pyrimidine). As a reaction SMILES: [Cl:1][C:2]1[CH:3]=[N:4][N:5]2[C:10]([NH:11][CH2:12][C:13]3[CH:18]=[CH:17][C:16]([C:19]4[CH:24]=[CH:23][CH:22]=[CH:21][C:20]=4C4NN=NN=4)=[CH:15][CH:14]=3)=[CH:9][C:8]([CH2:30][CH3:31])=[N:7][C:6]=12.[C:32](C1C=CC=CC=1C1C=CC(CNC)=CC=1)#[N:33].[CH2:49](O)C>>[Cl:1][C:2]1[CH:3]=[N:4][N:5]2[C:10]([N:11]([CH2:12][C:13]3[CH:14]=[CH:15][C:16]([C:19]4[CH:24]=[CH:23][CH:22]=[CH:21][C:20]=4[C:32]#[N:33])=[CH:17][CH:18]=3)[CH3:49])=[CH:9][C:8]([CH2:30][CH3:31])=[N:7][C:6]=12. Reported procedure: 3.1 g (14.4 mmol) of the chloro compound (Example 3, Step A) and 3.2 g (14.4 mmol) of the amine (Example 1, Step C) were heated in 75 ml ethanol according to Example 4, Step C. The title compound was obtained as an oil after chromatography (silica gel; dichloromethane with ascending polarity by addition of up to 3% ethanol). Reactants: C1C(CC2=CC=CC=C12)CC(=O)OCC (ethyl 2,3-dihydo-1H-inden-2-ylacetate), [H-].[H-].[H-].[H-].[Li+].[Al+3] (LAH), O (H2O). Run in CCOC(=O)C (EtOAc), [O-]S(=O)(=O)[O-].[Mg+2] (MgSO4), CCOCC (Et2O). Conditions: temperature 0 celsius, time 40 minute. The product is C1C(CC2=CC=CC=C12)CCO (2-(2,3-dihydro-1H-inden-2-yl)ethanol). Reaction SMILES: [CH2:1]1[C:9]2[C:4](=[CH:5][CH:6]=[CH:7][CH:8]=2)[CH2:3][CH:2]1[CH2:10][C:11](OCC)=[O:12].[H-].[H-].[H-].[H-].[Li+].[Al+3].O>CCOCC.CCOC(C)=O.[O-]S([O-])(=O)=O.[Mg+2]>[CH2:3]1[C:4]2[C:9](=[CH:8][CH:7]=[CH:6][CH:5]=2)[CH2:1][CH:2]1[CH2:10][CH2:11][OH:12] |f:1.2.3.4.5.6,10.11|. Reported procedure: To a solution of ethyl 2,3-dihydo-1H-inden-2-ylacetate (285 mg, 1.39 mmol) in Et2O (5 mL) at 0° C. under N2 was added LAH (53 mg, 1.39 mmol). After stirring for 40 minutes at 0° C., 0.4 mL of H2O was added to quench the reaction. The reaction mixture was diluted with EtOAc (100 mL) and MgSO4 was added with stirring. The reaction mixture was then filtered and concentrated in vacuo to a clear oil. 2-(2,3-dihydro-1H-inden-2-yl)ethanol was isolated without further purification.